This data is from the Open Reaction Database (ORD), a public repository of structured organic reaction records. The task is: describe an organic reaction: reactants, conditions, products, and yield Conditions: time 8 hour. Starting materials: C(=O)([O-])[O-].[Cs+].[Cs+] (Cs2CO3), BrCC1=CC(=CC=C1)I (1-(bromomethyl)-3-iodobenzene), CN(C)C=O (DMF), C(C)OC(CC(C1=CC=C(C=C1)O)C1=CC=C(C=C1)F)=O (3-(4-Fluorophenyl)-3-(4-hydroxyphenyl)-propionic acid ethyl ester). Procedure details: Cs2CO3 (4.89 g 15 mmol) and 1-(bromomethyl)-3-iodobenzene (4.45 g, 15 mmol) were added successively to a dry DMF (20 mL) solution of 45.2 (2.88 g, 10 mmol). The reaction mixture was stirred at room temperature overnight, diluted with ethyl acetate (200 mL), washed with water (100 mL×2) and brine (100 mL), and dried over Na2SO4. The solvent was removed under vacuum and the residue was purified by flash chromatography to give compound 47.1 as a colorless oil. MS ESI (pos.) m/e: 505.0 (1+H). Reaction SMILES: C([O-])([O-])=O.[Cs+].[Cs+].Br[CH2:8][C:9]1[CH:14]=[CH:13][CH:12]=[C:11]([I:15])[CH:10]=1.CN(C=O)C.[CH2:21]([O:23][C:24](=[O:41])[CH2:25][CH:26]([C:34]1[CH:39]=[CH:38][C:37]([F:40])=[CH:36][CH:35]=1)[C:27]1[CH:32]=[CH:31][C:30]([OH:33])=[CH:29][CH:28]=1)[CH3:22]>C(OCC)(=O)C>[I:15][C:11]1[CH:10]=[C:9]([CH:14]=[CH:13][CH:12]=1)[CH2:8][O:33][C:30]1[CH:31]=[CH:32][C:27]([CH:26]([C:34]2[CH:35]=[CH:36][C:37]([F:40])=[CH:38][CH:39]=2)[CH2:25][C:24]([O:23][CH2:21][CH3:22])=[O:41])=[CH:28][CH:29]=1 |f:0.1.2|. Product: IC=1C=C(COC2=CC=C(C=C2)C(CC(=O)OCC)C2=CC=C(C=C2)F)C=CC1 (Ethyl 3-(4-(3-iodobenzyloxy)phenyl)-3-(4-fluorophenyl)propanoate). Run in C(C)(=O)OCC (ethyl acetate). Starting materials: C(C1=CC=CC=C1)N1CC2=C(N=C(N=C2N2C[C@@H](N(C[C@H]2C)C(=O)OC(C)(C)C)C)Cl)CC1 (racemic tert-butyl 4-(6-benzyl-2-chloro-5,6,7,8-tetrahydropyrido[4,3-d]pyrimidin-4-yl)-(trans)-2,5-dimethylpiperazine-1-carboxylate), CC1=C(C(=CC=C1)C)B(O)O (2,6-dimethylphenylboronic acid), C([O-])([O-])=O.[Na+].[Na+] (sodium carbonate), aq solution. The reagents and catalysts are C=1C=CC(=CC1)[P](C=2C=CC=CC2)(C=3C=CC=CC3)[Pd]([P](C=4C=CC=CC4)(C=5C=CC=CC5)C=6C=CC=CC6)([P](C=7C=CC=CC7)(C=8C=CC=CC8)C=9C=CC=CC9)[P](C=1C=CC=CC1)(C=1C=CC=CC1)C=1C=CC=CC1 (Pd(Ph3P)4). Run in COCCOC (DME). Reaction conditions: temperature 140 celsius. Product: C(C1=CC=CC=C1)N1CC2=C(N=C(N=C2N2C[C@@H](N(C[C@H]2C)C(=O)OC(C)(C)C)C)C2=C(C=CC=C2C)C)CC1 (Racemic tert-Butyl 4-(6-benzyl-2-(2,6-dimethylphenyl)-5,6,7,8-tetrahydropyrido[4,3-d]pyrimidin-4-yl)-(trans)-2,5-dimethylpiperazine-1-carboxylate). Reaction SMILES: [CH2:1]([N:8]1[CH2:33][CH2:32][C:11]2[N:12]=[C:13](Cl)[N:14]=[C:15]([N:16]3[C@H:21]([CH3:22])[CH2:20][N:19]([C:23]([O:25][C:26]([CH3:29])([CH3:28])[CH3:27])=[O:24])[C@@H:18]([CH3:30])[CH2:17]3)[C:10]=2[CH2:9]1)[C:2]1[CH:7]=[CH:6][CH:5]=[CH:4][CH:3]=1.[CH3:34][C:35]1[CH:40]=[CH:39][CH:38]=[C:37]([CH3:41])[C:36]=1B(O)O.C(=O)([O-])[O-].[Na+].[Na+]>COCCOC.C1C=CC([P]([Pd]([P](C2C=CC=CC=2)(C2C=CC=CC=2)C2C=CC=CC=2)([P](C2C=CC=CC=2)(C2C=CC=CC=2)C2C=CC=CC=2)[P](C2C=CC=CC=2)(C2C=CC=CC=2)C2C=CC=CC=2)(C2C=CC=CC=2)C2C=CC=CC=2)=CC=1>[CH2:1]([N:8]1[CH2:33][CH2:32][C:11]2[N:12]=[C:13]([C:36]3[C:37]([CH3:41])=[CH:38][CH:39]=[CH:40][C:35]=3[CH3:34])[N:14]=[C:15]([N:16]3[C@H:21]([CH3:22])[CH2:20][N:19]([C:23]([O:25][C:26]([CH3:29])([CH3:28])[CH3:27])=[O:24])[C@@H:18]([CH3:30])[CH2:17]3)[C:10]=2[CH2:9]1)[C:2]1[CH:7]=[CH:6][CH:5]=[CH:4][CH:3]=1 |f:2.3.4,^1:60,62,81,100|. Reported procedure: To a solution of racemic tert-butyl 4-(6-benzyl-2-chloro-5,6,7,8-tetrahydropyrido[4,3-d]pyrimidin-4-yl)-(trans)-2,5-dimethylpiperazine-1-carboxylate (0.54 g, 1.14 mmol) in DME (9 mL) was added 2,6-dimethylphenylboronic acid (0.257 g, 1.72 mmol), Pd(Ph3P)4 (0.198 g, 0.172 mmol) and a 2 M aq solution of sodium carbonate (1.9 mL). The reaction was heated at 140° C. in a microwave reactor for 1.75 h. The reaction was filtered and diluted with EtOAc and brine. The organic layer was separated and then...